Dataset: the Open Reaction Database (ORD), a public repository of structured organic reaction records. Task: describe an organic reaction: reactants, conditions, products, and yield The yield is 75.6%. The solvent is CN(C=O)C (N,N-dimethylformamide). As a reaction SMILES: [C:1]([NH:4][C:5]1[S:6][C:7](Cl)=[CH:8][N:9]=1)(=[O:3])[CH3:2].[SH:11][C:12]1[CH:17]=[CH:16][CH:15]=[CH:14][N:13]=1.C(=O)([O-])[O-].[K+].[K+]>CN(C)C=O>[C:1]([NH:4][C:5]1[S:6][C:7]([S:11][C:12]2[CH:17]=[CH:16][CH:15]=[CH:14][N:13]=2)=[CH:8][N:9]=1)(=[O:3])[CH3:2] |f:2.3.4|. Reactants: C(C)(=O)NC=1SC(=CN1)Cl (2-acetylamino-5-chlorothiazole), SC1=NC=CC=C1 (2-mercaptopyridine), C([O-])([O-])=O.[K+].[K+] (potassium carbonate). Conditions: temperature 130 celsius. The product is C(C)(=O)NC=1SC(=CN1)SC1=NC=CC=C1 (2-acetylamino-5-(2-pyridylthio)thiazole). Reported procedure: A mixture of 2-acetylamino-5-chlorothiazole (5.3 g), 2-mercaptopyridine (3.5 g) and potassium carbonate (6.2 g) in N,N-dimethylformamide (50 ml) was heated at 130° C. for 3.5 hours with stirring. The reaction mixture was concentrated under reduced pressure and the residue was triturated with water. The precipitates were collected by filtration, washed with water and dried in vacuo to give 2-acetylamino-5-(2-pyridylthio)thiazole (5.70 g, yield: 76.0%). mp: 185°-188° C. (dec.) Run at temperature 90 celsius, time 16 hour. Solvent: O1CCOCC1 (1,4-dioxane), O (water). The reactants are C(C)(C)(C)OC(=O)N1CCN(CCC1)S(=O)(=O)C=1C=C2C=CN=C(C2=CC1)OC (6-(4-tert-butoxycarbonyl-1,4-diazepan-1-ylsulfonyl)-1-methoxyisoquinoline), Cl.O1CCOCC1 (hydrochloric acid dioxane). As a reaction SMILES: C(OC([N:8]1[CH2:14][CH2:13][CH2:12][N:11]([S:15]([C:18]2[CH:19]=[C:20]3[C:25](=[CH:26][CH:27]=2)[C:24]([O:28]C)=[N:23][CH:22]=[CH:21]3)(=[O:17])=[O:16])[CH2:10][CH2:9]1)=O)(C)(C)C.Cl.O1CCOCC1>O1CCOCC1.O>[N:11]1([S:15]([C:18]2[CH:19]=[C:20]3[C:25](=[CH:26][CH:27]=2)[C:24](=[O:28])[NH:23][CH:22]=[CH:21]3)(=[O:17])=[O:16])[CH2:12][CH2:13][CH2:14][NH:8][CH2:9][CH2:10]1 |f:1.2|. Procedure: 110 mg of 6-(4-tert-butoxycarbonyl-1,4-diazepan-1-ylsulfonyl)-1-methoxyisoquinoline was dissolved in 2 mL of 1,4-dioxane and 1.5 mL of water. 4 mL of a 4 M hydrochloric acid-dioxane solution was added dropwise thereto, and the mixture was then stirred at 90° C. for 16 hours. After the completion of reaction, the reaction solvent was distilled off. The obtained residue was dissolved in 5 mL of methanol, and 5 mL of ethyl acetate was then added with vigorous stirring. The deposited white crystal w... The product is N1(CCNCCC1)S(=O)(=O)C=1C=C2C=CNC(C2=CC1)=O (6-(1,4-diazepan-1-ylsulfonyl)isoquinolin-1(2H)-one). Yield: 79.8%. The reactants are CN(C)C=O, O=S(Cl)Cl, O=c1[nH]c(-c2cccs2)nc2ccccc12. The product is Clc1nc(-c2cccs2)nc2ccccc12. Reaction SMILES: [CH3:17][N:18]([CH3:19])[CH:20]=[O:21].[S:22]([Cl:23])([Cl:24])=[O:25].[s:1]1[c:2](-[c:6]2[n:7][c:8]3[cH:9][cH:10][cH:11][cH:12][c:13]3[c:14](=[O:16])[nH:15]2)[cH:3][cH:4][cH:5]1>>[s:1]1[c:2](-[c:6]2[n:7][c:8]3[cH:9][cH:10][cH:11][cH:12][c:13]3[c:14]([Cl:24])[n:15]2)[cH:3][cH:4][cH:5]1.